Dataset: the Open Reaction Database (ORD), a public repository of structured organic reaction records. Task: describe an organic reaction: reactants, conditions, products, and yield Reactants: CC(=O)OC1(COC2CCCCO2)CC1, CO, Cc1ccc(S(=O)(=O)[O-])cc1, c1cc[nH+]cc1. Yields the product CC(=O)OC1(CO)CC1. As a reaction SMILES: [C:1]([CH3:2])(=[O:3])[O:4][C:5]1([CH2:8][O:9][CH:10]2[CH2:11][CH2:12][CH2:13][CH2:14][O:15]2)[CH2:6][CH2:7]1.[CH3:33][OH:34].[c:16]1([CH3:17])[cH:18][cH:19][c:20]([S:21]([O-:22])(=[O:23])=[O:24])[cH:25][cH:26]1.[nH+:27]1[cH:28][cH:29][cH:30][cH:31][cH:32]1>>[C:1]([CH3:2])(=[O:3])[O:4][C:5]1([CH2:8][OH:9])[CH2:6][CH2:7]1. Reactants: Cl, NCc1ccccn1, NCc1cccc(O)c1, CCc1cnn(C2CC(n3cnc4c(NCC(c5ccccc5)c5ccccc5)nc(N5CCC(N)C5)nc43)C(O)C2O)n1, CCc1nnn(C2CC(n3cnc4c(NCC(c5ccccc5)c5ccccc5)nc(N5CCC(NC(=O)NCc6ccccn6)C5)nc43)C(O)C2O)n1. The product is Cl, CCc1cnn(C2CC(n3cnc4c(NCC(c5ccccc5)c5ccccc5)nc(N5CCC(NC(=O)NCc6cccc(O)c6)C5)nc43)C(O)C2O)n1. As a reaction SMILES: [ClH:45].[NH2:100][CH2:101][c:102]1[cH:103][cH:104][cH:105][cH:106][n:107]1.[NH2:108][CH2:109][c:110]1[cH:111][c:112]([OH:116])[cH:113][cH:114][cH:115]1.[NH2:1][CH:2]1[CH2:3][N:4]([c:7]2[n:8][c:9]([NH:30][CH2:31][CH:32]([c:33]3[cH:34][cH:35][cH:36][cH:37][cH:38]3)[c:39]3[cH:40][cH:41][cH:42][cH:43][cH:44]3)[c:10]3[n:11][cH:12][n:13]([CH:16]4[CH:17]([OH:29])[CH:18]([OH:28])[CH:19]([n:21]5[n:22][cH:23][c:24]([CH2:26][CH3:27])[n:25]5)[CH2:20]4)[c:14]3[n:15]2)[CH2:5][CH2:6]1.[c:46]1([CH:47]([c:48]2[cH:49][cH:50][cH:51][cH:52][cH:53]2)[CH2:54][NH:55][c:56]2[n:57][c:58]([N:59]3[CH2:60][CH2:61][CH:62]([NH:63][C:70]([NH:64][CH2:65][c:66]4[cH:67][cH:68][cH:69][cH:72][n:73]4)=[O:71])[CH2:74]3)[n:75][c:76]3[c:77]2[n:78][cH:79][n:80]3[CH:81]2[CH2:82][CH:83]([n:84]3[n:85][n:86][c:87]([CH2:88][CH3:89])[n:90]3)[CH:91]([OH:92])[CH:93]2[OH:94])[cH:95][cH:96][cH:97][cH:98][cH:99]1>>[ClH:45].[NH:1]([CH:2]1[CH2:3][N:4]([c:7]2[n:8][c:9]([NH:30][CH2:31][CH:32]([c:33]3[cH:34][cH:35][cH:36][cH:37][cH:38]3)[c:39]3[cH:40][cH:41][cH:42][cH:43][cH:44]3)[c:10]3[n:11][cH:12][n:13]([CH:16]4[CH:17]([OH:29])[CH:18]([OH:28])[CH:19]([n:21]5[n:22][cH:23][c:24]([CH2:26][CH3:27])[n:25]5)[CH2:20]4)[c:14]3[n:15]2)[CH2:5][CH2:6]1)[C:70](=[O:71])[NH:108][CH2:109][c:110]1[cH:111][c:112]([OH:116])[cH:113][cH:114][cH:115]1. Starting materials: C([O-])([O-])=O.[K+].[K+] (Potassium carbonate), CC1=C(C(=C(N1)C(=O)OCC)C1=CC=CC=C1)C(=O)OCC (diethyl 5-methyl-3-phenyl-1H-pyrrole-2,4-dicarboxylate), C(C)OCCI (1-ethoxy-2-iodo-ethane). The solvent is C(C)#N (acetonitrile). The product is C(C)OCCN1C(=C(C(=C1C)C(=O)OCC)C1=CC=CC=C1)C(=O)OCC (diethyl 1-(2-ethoxyethyl)-5-methyl-3-phenyl-pyrrole-2,4-dicarboxylate). Yield: 100.8%. As a reaction SMILES: C(=O)([O-])[O-].[K+].[K+].[CH3:7][C:8]1[NH:12][C:11]([C:13]([O:15][CH2:16][CH3:17])=[O:14])=[C:10]([C:18]2[CH:23]=[CH:22][CH:21]=[CH:20][CH:19]=2)[C:9]=1[C:24]([O:26][CH2:27][CH3:28])=[O:25].[CH2:29]([O:31][CH2:32][CH2:33]I)[CH3:30]>C(#N)C>[CH2:29]([O:31][CH2:32][CH2:33][N:12]1[C:8]([CH3:7])=[C:9]([C:24]([O:26][CH2:27][CH3:28])=[O:25])[C:10]([C:18]2[CH:23]=[CH:22][CH:21]=[CH:20][CH:19]=2)=[C:11]1[C:13]([O:15][CH2:16][CH3:17])=[O:14])[CH3:30] |f:0.1.2|. Procedure details: Potassium carbonate (1.82 g, 13.3 mmol) was added to a solution of diethyl 5-methyl-3-phenyl-1H-pyrrole-2,4-dicarboxylate (1.0 g, 3.32 mmol) and 1-ethoxy-2-iodo-ethane (1.98 g, 9.96 mmol) in acetonitrile (20 mL) and the mixture heated at reflux for 72 h. The inorganic salts were filtered off and the filtrate was concentrated in vacuo to afford diethyl 1-(2-ethoxyethyl)-5-methyl-3-phenyl-pyrrole-2,4-dicarboxylate (1.25 g, quantitative).